This data is from the Open Reaction Database (ORD), a public repository of structured organic reaction records. The task is: describe an organic reaction: reactants, conditions, products, and yield Reactants: OCC1(Nc2ccccc2)CCN(Cc2ccccc2)CC1, CN(C)P(=O)(N(C)C)N(C)C, CI, [H-], [Na+], O. Product: COCC1(Nc2ccccc2)CCN(Cc2ccccc2)CC1. RXN SMILES: [CH2:1]([c:2]1[cH:3][cH:4][cH:5][cH:6][cH:7]1)[N:8]1[CH2:9][CH2:10][C:11]([CH2:14][OH:15])([NH:16][c:17]2[cH:18][cH:19][cH:20][cH:21][cH:22]2)[CH2:12][CH2:13]1.[CH3:25][N:26]([CH3:27])[P:28](=[O:29])([N:30]([CH3:31])[CH3:32])[N:33]([CH3:34])[CH3:35].[CH3:36][I:37].[H-:23].[Na+:24].[OH2:38]>>[CH2:1]([c:2]1[cH:3][cH:4][cH:5][cH:6][cH:7]1)[N:8]1[CH2:9][CH2:10][C:11]([CH2:14][O:15][CH3:25])([NH:16][c:17]2[cH:18][cH:19][cH:20][cH:21][cH:22]2)[CH2:12][CH2:13]1. Starting materials: Cc1ccc2c(c1)CCC(C)(C)N2, [K+], [K+], O=C([O-])[O-], O=[N+]([O-])O, O=S(=O)(O)O. Yields the product Cc1cc2c(cc1[N+](=O)[O-])NC(C)(C)CC2. RXN SMILES: [CH3:1][C:2]1([CH3:13])[NH:3][c:4]2[cH:5][cH:6][c:7]([CH3:12])[cH:8][c:9]2[CH2:10][CH2:11]1.[K+:18].[K+:19].[O-:20][C:21]([O-:22])=[O:23].[OH:14][N+:15]([O-:16])=[O:17].[S:24](=[O:25])(=[O:26])([OH:27])[OH:28]>>[CH3:1][C:2]1([CH3:13])[NH:3][c:4]2[cH:5][c:6]([N+:15](=[O:14])[O-:16])[c:7]([CH3:12])[cH:8][c:9]2[CH2:10][CH2:11]1. Procedure details: To a solution of 3β,19-dihydroxy-5α-androstan-17-one in acetone chilled to 10° C. is added exactly two equivalents of Jones reagent. After standing for 15 minutes the upper acetone layer is poured into water with vigorous stirring. The solid which forms is filtered, air dried and crystallized from hexane to yield 5α-androstane-3,17,19-trione. Reactants: O (water), CC(=O)C.OS(=O)(=O)O.O=[Cr](=O)=O (Jones reagent), O[C@@H]1C[C@@H]2CC[C@H]3[C@@H]4CCC([C@@]4(C)CC[C@@H]3[C@]2(CC1)CO)=O (3β,19-dihydroxy-5α-androstan-17-one). Run in CC(=O)C (acetone), CC(=O)C (acetone). Run at time 15 minute. As a reaction SMILES: [OH:1][C@H:2]1[CH2:19][CH2:18][C@@:17]2([CH2:20][OH:21])[C@@H:4]([CH2:5][CH2:6][C@@H:7]3[C@@H:16]2[CH2:15][CH2:14][C@@:12]2([CH3:13])[C@H:8]3[CH2:9][CH2:10][C:11]2=[O:22])[CH2:3]1.CC(C)=O.OS(O)(=O)=O.O=[Cr](=O)=O.O>CC(C)=O>[CH3:13][C@:12]12[CH2:14][CH2:15][C@H:16]3[C@@H:7]([CH2:6][CH2:5][C@@H:4]4[C@:17]3([CH:20]=[O:21])[CH2:18][CH2:19][C:2](=[O:1])[CH2:3]4)[C@@H:8]1[CH2:9][CH2:10][C:11]2=[O:22] |f:1.2.3|. Product: C[C@@]12C(CC[C@H]1[C@@H]1CC[C@H]3CC(CC[C@]3(C=O)[C@H]1CC2)=O)=O (5α-androstane-3,17,19-trione).